This data is from the Open Reaction Database (ORD), a public repository of structured organic reaction records. The task is: describe an organic reaction: reactants, conditions, products, and yield Reactants: [Na] (sodium), CC1=C(C(=CC(=C1)O)C)N=NC1=CC=CC=C1 (2,6-dimethyl-4-hydroxyazobenzene), BrCCCC (1-bromobutane). Run in C(C)O (ethanol). Product: C(CCC)OC1=CC(=C(C(=C1)C)N=NC1=CC=CC=C1)C (4-butoxy-2,6-dimethylazobenzene). Reaction SMILES: [Na].[CH3:2][C:3]1[CH:8]=[C:7]([OH:9])[CH:6]=[C:5]([CH3:10])[C:4]=1[N:11]=[N:12][C:13]1[CH:18]=[CH:17][CH:16]=[CH:15][CH:14]=1.Br[CH2:20][CH2:21][CH2:22][CH3:23]>C(O)C>[CH2:20]([O:9][C:7]1[CH:6]=[C:5]([CH3:10])[C:4]([N:11]=[N:12][C:13]2[CH:18]=[CH:17][CH:16]=[CH:15][CH:14]=2)=[C:3]([CH3:2])[CH:8]=1)[CH2:21][CH2:22][CH3:23] |^1:0|. Procedure details: To a solution of sodium (2.0 g, 0.09 mole) in absolute ethanol (119 ml) was added 2,6-dimethyl-4-hydroxyazobenzene (18.3 g, 0.08 mole) prepared according to B. C. Saunders and G. H. R. Watson, Biochem. J. 46:629-233 (1950). To the resulting orange-red solution was added 1-bromobutane (22.3 g, 0.162 mole) slowly from a separatory funnel and the mixture was refluxed for five hours. When cool, the precipitated sodium bromide was filtered off and the filtrate was evaporated to dryness. The residue w...